Task: describe an organic reaction: reactants, conditions, products, and yield. Dataset: the Open Reaction Database (ORD), a public repository of structured organic reaction records RXN SMILES: [CH2:1]([N:11]([CH3:22])[CH2:12][CH2:13][CH2:14][CH2:15][CH2:16][CH2:17][CH2:18][CH2:19][CH2:20][CH3:21])[CH2:2][CH2:3][CH2:4][CH2:5][CH2:6][CH2:7][CH2:8][CH2:9][CH3:10].[Br:23][CH2:24][CH2:25][CH2:26][Cl:27].CO>CCCCCC>[Br-:23].[Cl:27][CH2:26][CH2:25][CH2:24][N+:11]([CH2:1][CH2:2][CH2:3][CH2:4][CH2:5][CH2:6][CH2:7][CH2:8][CH2:9][CH3:10])([CH2:12][CH2:13][CH2:14][CH2:15][CH2:16][CH2:17][CH2:18][CH2:19][CH2:20][CH3:21])[CH3:22] |f:4.5|. Starting materials: C(CCCCCCCCC)N(CCCCCCCCCC)C (N,N-didecylmethylamine), BrCCCCl (1-bromo-3-chloropropane), CO (methanol). Reported procedure: A two-liter, 3-necked, round-bottomed flask equipped with air condensers and a magnetic stirring plate was charged with N,N-didecylmethylamine (65.49 grams, 0.21 moles), 1-bromo-3-chloropropane (33.06 grams, 0.21 moles) and methanol (250 mL). Reaction was maintained at 65° C. for six days. Methanol was removed by rotary evaporation under reduced pressure to yield an oil. To the oil was added hexane (200 mL) causing a white solid to slowly form. The solvent was decanted off from the mixture. The ... Run in CCCCCC (hexane). The product is [Br-].ClCCC[N+](C)(CCCCCCCCCC)CCCCCCCCCC ((3-chloropropyl)didecylmethylammonium bromide). Reaction conditions: temperature 65 celsius.